Dataset: the Open Reaction Database (ORD), a public repository of structured organic reaction records. Task: describe an organic reaction: reactants, conditions, products, and yield The reactants are C1(CC1)C(=O)NC=1N=CC2=CC(=CC=C2C1)C=1C(=NC=C(C(=O)OC)C1)C (Methyl 5-(3-(cyclopropanecarboxamido)isoquinolin-7-yl)-6-methylnicotinate), [AlH4-].[Li+] (lithium tetrahydroaluminate). Run in O1CCCC1 (tetrahydrofuran), O1CCCC1 (tetrahydrofuran). Run at time 30 minute. Product: OCC=1C=C(C(=NC1)C)C1=CC=C2C=C(N=CC2=C1)NC(=O)C1CC1 (N-(7-(5-(hydroxymethyl)-2-methylpyridin-3-yl)isoquinolin-3-yl)cyclopropanecarboxamide). Isolated yield 41.0%. As a reaction SMILES: [CH:1]1([C:4]([NH:6][C:7]2[N:8]=[CH:9][C:10]3[C:15]([CH:16]=2)=[CH:14][CH:13]=[C:12]([C:17]2[C:18]([CH3:27])=[N:19][CH:20]=[C:21]([CH:26]=2)[C:22](OC)=[O:23])[CH:11]=3)=[O:5])[CH2:3][CH2:2]1.[AlH4-].[Li+]>O1CCCC1>[OH:23][CH2:22][C:21]1[CH:26]=[C:17]([C:12]2[CH:11]=[C:10]3[C:15]([CH:16]=[C:7]([NH:6][C:4]([CH:1]4[CH2:3][CH2:2]4)=[O:5])[N:8]=[CH:9]3)=[CH:14][CH:13]=2)[C:18]([CH3:27])=[N:19][CH:20]=1 |f:1.2|. Procedure details: To a solution of Methyl 5-(3-(cyclopropanecarboxamido)isoquinolin-7-yl)-6-methylnicotinate (11.9 mg, 0.0329 mmol) in tetrahydrofuran (3 mL, 40 mmol) was added 1.0 M of lithium tetrahydroaluminate in tetrahydrofuran (0.10 mL). The reaction mixture was stirred at room temperature for 30 minutes. The reaction was then quenched with water and extracted twice with dichloromethane. The combined organic extracts were dried over MgSO4, filtered, and evaporated in vacuo. The crude material was purified v... Starting materials: C(C)(C)(C)OC(=O)N([C@H](C)C1=CC=CC2=CC=CC=C12)C[C@H]1CN(C[C@@H]1C1=CC=CC=C1)C(CCC(=O)O)=O (4-[(3R,4S)-3-({(tert-butoxycarbonyl)[(1R)-1-(1-naphthyl)ethyl]amino}methyl)-4-phenylpyrrolidin-1-yl]-4-oxobutanoic acid), Cl.C(C)(=O)OCC (hydrogen chloride ethyl acetate). Product: Cl.C1(=CC=CC2=CC=CC=C12)[C@@H](C)NC[C@H]1CN(C[C@@H]1C1=CC=CC=C1)C(CCC(=O)O)=O (4-[(3S,4S)-3-({[(1R)-1-(1-naphthyl)ethyl]amino}methyl)-4-phenylpyrrolidin-1-yl]-4-oxobutanoic acid hydrochloride). RXN SMILES: C(OC([N:8]([CH2:21][C@@H:22]1[C@@H:26]([C:27]2[CH:32]=[CH:31][CH:30]=[CH:29][CH:28]=2)[CH2:25][N:24]([C:33](=[O:39])[CH2:34][CH2:35][C:36]([OH:38])=[O:37])[CH2:23]1)[C@@H:9]([C:11]1[C:20]2[C:15](=[CH:16][CH:17]=[CH:18][CH:19]=2)[CH:14]=[CH:13][CH:12]=1)[CH3:10])=O)(C)(C)C.[ClH:40].C(OCC)(=O)C>>[ClH:40].[C:11]1([C@H:9]([NH:8][CH2:21][C@@H:22]2[C@@H:26]([C:27]3[CH:32]=[CH:31][CH:30]=[CH:29][CH:28]=3)[CH2:25][N:24]([C:33](=[O:39])[CH2:34][CH2:35][C:36]([OH:38])=[O:37])[CH2:23]2)[CH3:10])[C:20]2[C:15](=[CH:16][CH:17]=[CH:18][CH:19]=2)[CH:14]=[CH:13][CH:12]=1 |f:1.2,3.4|. Procedure: The thus obtained 4-[(3R,4S)-3-({(tert-butoxycarbonyl)[(1R)-1-(1-naphthyl)ethyl]amino}methyl)-4-phenylpyrrolidin-1-yl]-4-oxobutanoic acid was subjected to Boc-elimination with 4 M hydrogen chloride/ethyl acetate to obtain 4-[(3S,4S)-3-({[(1R)-1-(1-naphthyl)ethyl]amino}methyl)-4-phenylpyrrolidin-1-yl]-4-oxobutanoic acid hydrochloride. Reactants: COC(=O)C=1C=C2C=CNC2=CC1 (1H-indole-5-carboxylic acid methyl ester), [H-].[Na+] (sodium hydride), C(C)(=O)O (acetic acid), C[Si](CCS(=O)(=O)Cl)(C)C (2-trimethylsilanylethanesulfonyl chloride). Solvent: O1CCCC1 (tetrahydrofuran). Conditions: time 10 minute. Product: COC(=O)C=1C=C2C=CN(C2=CC1)S(=O)(=O)CC[Si](C)(C)C (1-(2-trimethylsilanylethanesulfonyl)-indole-5-carboxylic acid methyl ester). Isolated yield 77.6%. RXN SMILES: [CH3:1][O:2][C:3]([C:5]1[CH:6]=[C:7]2[C:11](=[CH:12][CH:13]=1)[NH:10][CH:9]=[CH:8]2)=[O:4].[H-].[Na+].[CH3:16][Si:17]([CH3:25])([CH3:24])[CH2:18][CH2:19][S:20](Cl)(=[O:22])=[O:21].C(O)(=O)C>O1CCCC1>[CH3:1][O:2][C:3]([C:5]1[CH:6]=[C:7]2[C:11](=[CH:12][CH:13]=1)[N:10]([S:20]([CH2:19][CH2:18][Si:17]([CH3:25])([CH3:24])[CH3:16])(=[O:22])=[O:21])[CH:9]=[CH:8]2)=[O:4] |f:1.2|. Reported procedure: To a solution of 1H-indole-5-carboxylic acid methyl ester (3.6 g, 20.6 mmol) in tetrahydrofuran (180 mL) at 0° C., was added sodium hydride (0.65 g, 21.9 mmol). After 10 min., 2-trimethylsilanylethanesulfonyl chloride (4.4 g, 21.9 mmol) was added and the reaction mixture was allowed to warm to room temperature. After 3 h, acetic acid (1.6 mL, 26.8 mmol) was added and the reaction mixture was concentrated. The crude product was chromatographed (Biotage 40M column, 2.5% ethyl acetate-hexanes) to a... Reactants: BrCC(=O)C1=CC(=C(C=C1)C)C (2-Bromo-1-(3,4-dimethylphenyl)ethan-1-one), CC(CN(CC(C)C)C=CC)C (N,N-bis(2-methylpropyl)-1-propenylamine), OCC(C)(CO)C (neopentyl glycol), S(O)(O)(=O)=O (sulfuric acid). Run in CN(C=O)C (dimethylformamide), O (water). Reaction conditions: temperature 50 celsius, time 2 hour. Yields the product CC1(COC(OC1)C(CC(=O)C1=CC(=C(C=C1)C)C)C)C (3-(5,5-Dimethyl-1,3-dioxan-2-yl)-1-(3,4-dimethylphenyl)butan-1-one). The yield is 93.1%. Reaction SMILES: Br[CH2:2][C:3]([C:5]1[CH:10]=[CH:9][C:8]([CH3:11])=[C:7]([CH3:12])[CH:6]=1)=[O:4].[CH3:13][CH:14](C)[CH2:15]N(C=CC)CC(C)C.[OH:25][CH2:26][C:27]([CH3:31])([CH2:29][OH:30])[CH3:28].S(=O)(=O)(O)O>O.CN(C)C=O>[CH3:28][C:27]1([CH3:31])[CH2:29][O:30][CH:13]([CH:14]([CH3:15])[CH2:2][C:3]([C:5]2[CH:10]=[CH:9][C:8]([CH3:11])=[C:7]([CH3:12])[CH:6]=2)=[O:4])[O:25][CH2:26]1. Procedure details: 2-Bromo-1-(3,4-dimethylphenyl)ethan-1-one (220 g) and N,N-bis(2-methylpropyl)-1-propenylamine (249 g) were added to 990 ml of dimethylformamide under an atmosphere of nitrogen and the mixture was stirred at around 50° C. for 2 hours. After cooling the reaction mixture to 10° C., 990 ml of water, 170 g of neopentyl glycol and 173 g of concentrated sulfuric acid were added successively to the reaction mixture and the mixture was stirred at around 60° C. for 2 hours. After cooling the reaction mixt... Starting materials: C(C)(C)(C)OC(=O)N1[C@@H](CC(C1)=NOC)C(=O)O ((2S,4EZ)-1-(tert-butoxycarbonyl)-4-(methoxyimino)-2-pyrrolidinecarboxylic acid), CC1=C(C=CC=C1)C1=CC=C(C=C1)C(=O)O (2′-methyl[1,1′-biphenyl]-4-carboxylic acid), NC[C@H](O)C1=CC=CC=C1 ((1R)-2-amino-1-phenylethanol). Yields the product O[C@@H](CNC(=O)[C@H]1N(CC(C1)=NOC)C(=O)C1=CC=C(C=C1)C1=C(C=CC=C1)C)C1=CC=CC=C1 ((2S,4EZ)-N-[(2R)-2-hydroxy-2-phenylethyl]-4-(methoxyimino)-1-[(2′-methyl[1,1′-biphenyl]-4-yl)carbonyl]-2-pyrrolidinecarboxamide). Reaction SMILES: C(O[C:6]([N:8]1[CH2:12][C:11](=[N:13][O:14][CH3:15])[CH2:10][C@H:9]1[C:16]([OH:18])=O)=[O:7])(C)(C)C.[CH3:19][C:20]1[CH:25]=[CH:24][CH:23]=[CH:22][C:21]=1[C:26]1[CH:31]=[CH:30][C:29](C(O)=O)=[CH:28][CH:27]=1.[NH2:35][CH2:36][C@@H:37]([C:39]1[CH:44]=[CH:43][CH:42]=[CH:41][CH:40]=1)[OH:38]>>[OH:38][C@H:37]([C:39]1[CH:44]=[CH:43][CH:42]=[CH:41][CH:40]=1)[CH2:36][NH:35][C:16]([C@@H:9]1[CH2:10][C:11](=[N:13][O:14][CH3:15])[CH2:12][N:8]1[C:6]([C:29]1[CH:28]=[CH:27][C:26]([C:21]2[CH:22]=[CH:23][CH:24]=[CH:25][C:20]=2[CH3:19])=[CH:31][CH:30]=1)=[O:7])=[O:18]. Procedure details: Following the general method as outlined in Example 22, starting from (2S,4EZ)-1-(tert-butoxycarbonyl)-4-(methoxyimino)-2-pyrrolidinecarboxylic acid, 2′-methyl[1,1′-biphenyl]-4-carboxylic acid, and (1R)-2-amino-1-phenylethanol, the title compound was obtained in 84% purity by HPLC. MS(ESI+): m/z=472.